From a dataset of the Open Reaction Database (ORD), a public repository of structured organic reaction records. describe an organic reaction: reactants, conditions, products, and yield Yields the product CC(CNC1=CC=C(C(=O)CCCC(=O)O)C=C1)(C)[N+](=O)[O-] (γ-[4-(2-methyl-2-nitropropylamino)benzoyl]butyric acid). The reagents and catalysts are [Cl-].C(C1=CC=CC=C1)[N+](CC)(CC)CC (benzyltriethyl ammonium chloride). Run in O (water). RXN SMILES: Cl.[NH2:2][C:3]1[CH:16]=[CH:15][C:6]([C:7]([CH2:9][CH2:10][CH2:11][C:12]([OH:14])=[O:13])=[O:8])=[CH:5][CH:4]=1.[CH3:17][C:18]([N+:22]([O-:24])=[O:23])([CH3:21])[CH2:19]O.[OH-].[Na+].Cl>[Cl-].C([N+](CC)(CC)CC)C1C=CC=CC=1.O>[CH3:17][C:18]([N+:22]([O-:24])=[O:23])([CH3:21])[CH2:19][NH:2][C:3]1[CH:4]=[CH:5][C:6]([C:7]([CH2:9][CH2:10][CH2:11][C:12]([OH:14])=[O:13])=[O:8])=[CH:15][CH:16]=1 |f:0.1,3.4,6.7|. Procedure: A mixture of γ-(p-aminobenzoyl)butyric acid hydrochloride (349.5 g), 2-methyl-2-nitro-1-propanol (222 g), sodium hydroxide (114.8 g), benzyltriethyl ammonium chloride (6.35 g) and water (1.5 liters) was refluxed for 40 hours. Concentrated hydrochloric acid (170 ml) was added to the reaction mixture to acidify it. The precipitated crystals were collected by filtration to give γ-[4-(2-methyl-2-nitropropylamino)benzoyl]butyric acid (364.46 g). The yield is 82.4%. Reactants: Cl.NC1=CC=C(C(=O)CCCC(=O)O)C=C1 (γ-(p-aminobenzoyl)butyric acid hydrochloride), CC(CO)(C)[N+](=O)[O-] (2-methyl-2-nitro-1-propanol), [OH-].[Na+] (sodium hydroxide), Cl (hydrochloric acid). Reactants: [OH-] (hydroxide), BrC1=NC=CC=C1O (2-bromo-3-hydroxypyridine), CI (methyl iodide). Run in CS(=O)C (DMSO), CS(=O)C (DMSO). Run at temperature 50 celsius, time 10 minute. The product is BrC1=NC=CC=C1OC (2-Bromo-3-methoxypyridine). RXN SMILES: [OH-].[Br:2][C:3]1[C:8]([OH:9])=[CH:7][CH:6]=[CH:5][N:4]=1.[CH3:10]I>CS(C)=O>[Br:2][C:3]1[C:8]([O:9][CH3:10])=[CH:7][CH:6]=[CH:5][N:4]=1. Reported procedure: 5.93 g (90.0 mmol) of 85% powdered potassum [sic] hydroxide are suspended in 30 ml of DMSO and heated to 50° C. under argon as the inert gas. 2.54 g (14.6 mmol) of 2-bromo-3-hydroxypyridine dissolved in 10 ml of DMSO are added dropwise to this suspension. This solution is stirred for another 10 minutes, after which 12.3 g (5.30 ml, 33.1 mmol) of methyl iodide are added dropwise over a period of 2 minutes. The addition takes place at such a rate that the reaction temperature is always between 50°... The reactants are CN(C1CN(C1)C=1C(=CC=2C(=NC=3N(C=C(C(C3C2)=O)C(=O)OCC)C)C1)F)C (8-(3-dimethylamino-1-azetidinyl)-3-ethoxycarbonyl-7-fluoro-1-methyl-4-oxo1,4-dihydrobenzo[b][1,8]naphthyridine), CS(=O)(=O)O (methane sulphonic acid). Solvent: C(C)O (ethanol), [OH-].[K+] (potassium hydroxide). Run at temperature 80 celsius, time 5 hour. Product: CN(C1CN(C1)C=1C(=CC=2C(=NC=3N(C=C(C(C3C2)=O)C(=O)O)C)C1)F)C (8-(3-dimethylamino-1-azetidinyl)-7-fluoro-1-methyl-4-oxo-1,4-dihydrobenzo[b][1,8]naphthyridine-3-carboxylic acid). Isolated yield 79.3%. As a reaction SMILES: [CH3:1][N:2]([CH3:29])[CH:3]1[CH2:6][N:5]([C:7]2[C:8]([F:28])=[CH:9][C:10]3[C:11]([CH:27]=2)=[N:12][C:13]2[N:14]([CH3:26])[CH:15]=[C:16]([C:21]([O:23]CC)=[O:22])[C:17](=[O:20])[C:18]=2[CH:19]=3)[CH2:4]1.CS(O)(=O)=O>C(O)C.[OH-].[K+]>[CH3:1][N:2]([CH3:29])[CH:3]1[CH2:4][N:5]([C:7]2[C:8]([F:28])=[CH:9][C:10]3[C:11]([CH:27]=2)=[N:12][C:13]2[N:14]([CH3:26])[CH:15]=[C:16]([C:21]([OH:23])=[O:22])[C:17](=[O:20])[C:18]=2[CH:19]=3)[CH2:6]1 |f:3.4|. Procedure details: A suspension of 1.9 g of 8-(3-dimethylamino-1-azetidinyl)-3-ethoxycarbonyl-7-fluoro-1-methyl-4-oxo1,4-dihydrobenzo[b][1,8]naphthyridine in 20 cm3 of ethanol and 19 cm3 of 0.5N aqueous potassium hydroxide is heated with stirring to a temperature in the region of 80° C. for 5 hours. After cooling to approximately 5° C., the reaction mixture is treated with 9.5 cm3 of N aqueous methane sulphonic acid solution. The insoluble matter is drained, washed with twice 10 cm3 of water and 3 times 25 cm3 of ... Conditions: time 14 hour. As a reaction SMILES: [C:1]([N:4]([C:9]1[CH:14]=[CH:13][C:12]([C:15]2[O:16][C:17]3[C:25]([F:26])=[CH:24][C:23]([F:27])=[C:22]([NH2:28])[C:18]=3[C:19](=[O:21])[CH:20]=2)=[CH:11][C:10]=1[F:29])[CH2:5][CH2:6][CH2:7]I)(=[O:3])[CH3:2].Cl.[CH3:31][NH:32][CH3:33].C(=O)([O-])[O-].[K+].[K+].O>CN(C)C=O>[C:1]([N:4]([C:9]1[CH:14]=[CH:13][C:12]([C:15]2[O:16][C:17]3[C:25]([F:26])=[CH:24][C:23]([F:27])=[C:22]([NH2:28])[C:18]=3[C:19](=[O:21])[CH:20]=2)=[CH:11][C:10]=1[F:29])[CH2:5][CH2:6][CH2:7][N:32]([CH3:33])[CH3:31])(=[O:3])[CH3:2] |f:1.2,3.4.5|. Yields the product C(C)(=O)N(CCCN(C)C)C1=C(C=C(C=C1)C=1OC2=C(C(C1)=O)C(=C(C=C2F)F)N)F (2-[4-[N-acetyl-N-(3-dimethylaminopropyl)amino]-3-fluorophenyl]-5-amino-6,8-difluoro-4H-1-benzopyran-4-one). Yield: 68.6%. The reactants are O (Water), Cl.CNC (dimethylamine hydrochloride), C([O-])([O-])=O.[K+].[K+] (potassium carbonate), C(C)(=O)N(CCCI)C1=C(C=C(C=C1)C=1OC2=C(C(C1)=O)C(=C(C=C2F)F)N)F (2-[4-[N-acetyl-N-(3-iodopropyl)amino]-3-fluorophenyl]-5-amino-6,8-difluoro-4H-1-benzopyran-4-one). The solvent is CN(C=O)C (dimethylformamide). Procedure: 7.16 g (13.9 mmol) of the above 2-[4-[N-acetyl-N-(3-iodopropyl)amino]-3-fluorophenyl]-5-amino-6,8-difluoro-4H-1-benzopyran-4-one was dissolved in 150 mL of dimethylformamide under argon atmosphere, 5.68 g (69.5 mmol) of dimethylamine hydrochloride and 9.61 g (69.5 mmol) of potassium carbonate were added and the mixture was stirred at room temperature for 14 hours. Water was added to the reaction solution and the mixture was extracted once with ethyl acetate. The organic layer was washed once wit... The reactants are Cl.O=C1N(C=CC(=C1)CN1C=NC=C1CC1=CC=C(C#N)C=C1)C1=CC=CC=C1 (4-[3-(2-oxo-1-phenyl-1,2-dihydropyridin-4-ylmethyl)-3H-imidazol-4-ylmethyl]benzonitrile, hydrochloride), BrC1=NC=CC=C1[N+](=O)[O-] (2-bromo-3-nitropyridine), IC1=CC=CC=C1 (iodobenzene). Product: [N+](=O)([O-])C=1C(=NC=CC1)N1C(C=C(C=C1)CN1C=NC=C1CC1=CC=C(C#N)C=C1)=O (4-[3-(3'-Nitro-2-oxo-2H-[1,2']bipyridinyl-4-ylmethyl)-3H-imidazol-4-ylmethyl]-benzonitrile). RXN SMILES: Cl.[O:2]=[C:3]1[CH:8]=[C:7]([CH2:9][N:10]2[C:14]([CH2:15][C:16]3[CH:23]=[CH:22][C:19]([C:20]#[N:21])=[CH:18][CH:17]=3)=[CH:13][N:12]=[CH:11]2)[CH:6]=[CH:5][N:4]1C1C=CC=CC=1.Br[C:31]1[C:36]([N+:37]([O-:39])=[O:38])=[CH:35][CH:34]=[CH:33][N:32]=1.IC1C=CC=CC=1>>[N+:37]([C:36]1[C:31]([N:4]2[CH:5]=[CH:6][C:7]([CH2:9][N:10]3[C:14]([CH2:15][C:16]4[CH:17]=[CH:18][C:19]([C:20]#[N:21])=[CH:22][CH:23]=4)=[CH:13][N:12]=[CH:11]3)=[CH:8][C:3]2=[O:2])=[N:32][CH:33]=[CH:34][CH:35]=1)([O-:39])=[O:38] |f:0.1|. Procedure: 4-[3-(3'-Nitro-2-oxo-2H-[1,2']bipyridinyl-4-ylmethyl)-3H-imidazol-4-ylmethyl]-benzonitrile was prepared in a manner substantially similar to the procedure described above for 4-[3-(2-oxo-1-phenyl-1,2-dihydropyridin-4-ylmethyl)-3H-imidazol-4-ylmethyl]benzonitrile, hydrochloride, but substituting 2-bromo-3-nitropyridine for the iodobenzene in Step 3.